Task: describe an organic reaction: reactants, conditions, products, and yield. Dataset: the Open Reaction Database (ORD), a public repository of structured organic reaction records Yields the product CC1CN(CCN1C(CCCC=1SC(=CC1)C(C(F)(F)F)=O)=O)C1=NC=C(C#N)C=C1 (6-(3-Methyl-4-(4-(5-(2,2,2-trifluoroacetyl)thiophen-2-yl)butanoyl)piperazin-1-yl)nicotinonitrile). Procedure: This compound was synthesized from 6-(3-methylpiperazin-1-yl)nicotinonitrile and 4-(5-(2,2,2-trifluoroacetyl)thiophen-2-yl)butanoic acid as described for example 37 step 3 (40 mg, yield 16%). 1H NMR (400 MHz, DMSO-d6, 80° C.) δ 8.45-8.44 (m, 1H), 7.98-7.96 (m, 1H), 7.82-7.79 (dd, J=9.1 Hz, 2.4 Hz, 1H), 7.20-7.19 (d, J=4.0 Hz, 1H), 6.89-6.87 (d, J=9.1 Hz, 1H), 4.45 (m, 1H), 4.20-4.14 (m, 2H), 3.98 (m, 1H), 3.39-3.34 (dd, J=13.4 Hz, 4.0 Hz, 1H), 3.27 (m, 1H), 3.17-3.11 (m, 1H), 2.99 (m, 1H), 2.89 ... The reactants are CC1CN(CCN1)C1=NC=C(C#N)C=C1 (6-(3-methylpiperazin-1-yl)nicotinonitrile), FC(C(=O)C1=CC=C(S1)CCCC(=O)O)(F)F (4-(5-(2,2,2-trifluoroacetyl)thiophen-2-yl)butanoic acid). RXN SMILES: [CH3:1][CH:2]1[NH:7][CH2:6][CH2:5][N:4]([C:8]2[CH:15]=[CH:14][C:11]([C:12]#[N:13])=[CH:10][N:9]=2)[CH2:3]1.[F:16][C:17]([F:32])([F:31])[C:18]([C:20]1[S:24][C:23]([CH2:25][CH2:26][CH2:27][C:28](O)=[O:29])=[CH:22][CH:21]=1)=[O:19]>>[CH3:1][CH:2]1[N:7]([C:28](=[O:29])[CH2:27][CH2:26][CH2:25][C:23]2[S:24][C:20]([C:18](=[O:19])[C:17]([F:31])([F:32])[F:16])=[CH:21][CH:22]=2)[CH2:6][CH2:5][N:4]([C:8]2[CH:15]=[CH:14][C:11]([C:12]#[N:13])=[CH:10][N:9]=2)[CH2:3]1. Isolated yield 16.0%.